This data is from the Open Reaction Database (ORD), a public repository of structured organic reaction records. The task is: describe an organic reaction: reactants, conditions, products, and yield Reactants: CN1S(C2=C(C(C1C(=O)O)=O)C=CC=C2)(=O)=O (3,4-dihydro-2-methyl-4-oxo-2H-1,2-benzothiazine-3-carboxylic acid-1,1-dioxide), NC1=NC=CC=C1 (2-aminopyridine), C(C)OC(=O)N1C(C=CC2=CC=CC=C12)OCC (N-ethoxycarbonyl-2-ethoxy-1,2-dihydroquinoline). The solvent is O1CCCC1 (tetrahydrofuran), O1CCCC1 (tetrahydrofuran). The product is N1=C(C=CC=C1)NC(=O)C1N(S(C2=C(C1=O)C=CC=C2)(=O)=O)C (N-(2-Pyridyl)-3,4-dihydro-2-methyl-4-oxo-2H-1,2-benzothiazine-3-carboxamide-1,1-dioxide). Reaction SMILES: [CH3:1][N:2]1[CH:7]([C:8]([OH:10])=O)[C:6](=[O:11])[C:5]2[CH:12]=[CH:13][CH:14]=[CH:15][C:4]=2[S:3]1(=[O:17])=[O:16].[NH2:18][C:19]1[CH:24]=[CH:23][CH:22]=[CH:21][N:20]=1.C(OC(N1C2C(=CC=CC=2)C=CC1OCC)=O)C>O1CCCC1>[N:20]1[CH:21]=[CH:22][CH:23]=[CH:24][C:19]=1[NH:18][C:8]([CH:7]1[C:6](=[O:11])[C:5]2[CH:12]=[CH:13][CH:14]=[CH:15][C:4]=2[S:3](=[O:17])(=[O:16])[N:2]1[CH3:1])=[O:10]. Reported procedure: To a solution of 3,4-dihydro-2-methyl-4-oxo-2H-1,2-benzothiazine-3-carboxylic acid-1,1-dioxide (127 mg.) and 2-aminopyridine (52 mg.) in tetrahydrofuran (5 ml.) is added, with stirring, a solution of N-ethoxycarbonyl-2-ethoxy-1,2-dihydroquinoline (148 mg.) in tetrahydrofuran (1 ml.). The mixture is stirred at room temperature (23°-25° C.) for four hours and is then concentrated under reduced pressure to an oil. Thin layer chromatography on silica gel plates in the system - benzene:acetic acid (9... Reactants: [Al+3], COc1ccccc1, CC(C)(C)C(=O)Cl, [Cl-], [Cl-], [Cl-]. The product is COc1ccc(C(=O)C(C)(C)C)cc1. RXN SMILES: [Al+3:17].[CH3:1][O:2][c:3]1[cH:4][cH:5][cH:6][cH:7][cH:8]1.[CH3:9][C:10]([C:11](=[O:12])[Cl:13])([CH3:14])[CH3:15].[Cl-:16].[Cl-:18].[Cl-:19]>>[CH3:1][O:2][c:3]1[cH:4][cH:5][c:6]([C:11]([C:10]([CH3:9])([CH3:14])[CH3:15])=[O:12])[cH:7][cH:8]1. Starting materials: Br, Br, C1NCC2=C1CNC2, CC#N, O=C(O)c1cn(C2CC2)c2cc(F)c(F)cc2c1=O, CCN(C(C)C)C(C)C. Yields the product O=C(O)c1cn(C2CC2)c2cc(N3CC4=C(CNC4)C3)c(F)cc2c1=O. As a reaction SMILES: [BrH:20].[BrH:21].[C:22]12=[C:26]([CH2:25][NH:24][CH2:23]1)[CH2:27][NH:28][CH2:29]2.[CH3:39][C:40]#[N:41].[CH:1]1([n:4]2[cH:5][c:6]([C:17](=[O:18])[OH:19])[c:7](=[O:16])[c:8]3[cH:9][c:10]([F:15])[c:11]([F:14])[cH:12][c:13]23)[CH2:2][CH2:3]1.[CH:30]([N:31]([CH:32]([CH3:33])[CH3:34])[CH2:35][CH3:36])([CH3:37])[CH3:38]>>[CH:1]1([n:4]2[cH:5][c:6]([C:17](=[O:18])[OH:19])[c:7](=[O:16])[c:8]3[cH:9][c:10]([F:15])[c:11]([N:24]4[CH2:23][C:22]5=[C:26]([CH2:25]4)[CH2:27][NH:28][CH2:29]5)[cH:12][c:13]23)[CH2:2][CH2:3]1. Reactants: [H-].[Na+] (sodium hydride), C(=O)O (formic acid), C(CCC)C1=NC2=C(N1CC1=CC=C(C=C1)C1=C(C=CC=C1)C1=NN=NN1)C(=CC=C2)C(=O)OCC (ethyl 2-butyl-1-[[2'-(1H-tetrazol-5-yl)biphenyl-4-yl]methyl]benzimidazole-7-carboxylate), ice water. Procedure details: To a solution of ethyl 2-butyl-1-[[2'-(1H-tetrazol-5-yl)biphenyl-4-yl]methyl]benzimidazole-7-carboxylate (0.72 g) in ethylene glycol (15 ml) was added, while stirring at room temperature, sodium hydride (60% oil, 0.25 g) and the mixture was stirred at room temperature for 15 hours. To the reaction mixture was added ice-water (100 ml), which was made acidic with formic acid. Precipitates then formed were dissolved in ethyl acetate (100 ml) and the solution was washed with water, dried and concent... As a reaction SMILES: [CH2:1]([C:5]1[N:9]([CH2:10][C:11]2[CH:16]=[CH:15][C:14]([C:17]3[CH:22]=[CH:21][CH:20]=[CH:19][C:18]=3[C:23]3[NH:27][N:26]=[N:25][N:24]=3)=[CH:13][CH:12]=2)[C:8]2[C:28]([C:32]([O:34][CH2:35][CH3:36])=[O:33])=[CH:29][CH:30]=[CH:31][C:7]=2[N:6]=1)[CH2:2][CH2:3][CH3:4].[H-].[Na+].C(O)=[O:40]>C(O)CO.C(OCC)(=O)C>[CH2:1]([C:5]1[N:9]([CH2:10][C:11]2[CH:16]=[CH:15][C:14]([C:17]3[CH:22]=[CH:21][CH:20]=[CH:19][C:18]=3[C:23]3[NH:24][N:25]=[N:26][N:27]=3)=[CH:13][CH:12]=2)[C:8]2[C:28]([C:32]([O:34][CH2:35][CH2:36][OH:40])=[O:33])=[CH:29][CH:30]=[CH:31][C:7]=2[N:6]=1)[CH2:2][CH2:3][CH3:4] |f:1.2|. The solvent is C(CO)O (ethylene glycol), C(C)(=O)OCC (ethyl acetate). The yield is 66.0%. Product: C(CCC)C1=NC2=C(N1CC1=CC=C(C=C1)C1=C(C=CC=C1)C1=NN=NN1)C(=CC=C2)C(=O)OCCO (2-Hydroxyethyl 2-butyl-1-[[2'-(1H-tetrazol-5-yl)biphenyl-4-yl]methyl]benzimidazole-7-carboxylate). Starting materials: CCOC(C)=O, C=C(CC(=O)OC)C(=O)OC, Nc1ccc(O)cc1. Yields the product COC(=O)C1CC(=O)N(c2ccc(O)cc2)C1. RXN SMILES: [CH3:20][CH2:21][O:22][C:23]([CH3:24])=[O:25].[CH3:9][O:10][C:11]([C:12]([CH2:13][C:14](=[O:15])[O:16][CH3:17])=[CH2:18])=[O:19].[NH2:1][c:2]1[cH:3][cH:4][c:5]([OH:8])[cH:6][cH:7]1>>[N:1]1([c:2]2[cH:3][cH:4][c:5]([OH:8])[cH:6][cH:7]2)[C:14](=[O:15])[CH2:13][CH:12]([C:11]([O:10][CH3:9])=[O:19])[CH2:18]1.